Dataset: the Open Reaction Database (ORD), a public repository of structured organic reaction records. Task: describe an organic reaction: reactants, conditions, products, and yield Starting materials: NC=1SC(=C(C1C(=O)C1=CC=C(C=C1)Cl)C)C ((2-amino-4,5-dimethylthiophen-3-yl)(4-chlorophenyl)methanone), Cl.NC1(CC1)C(=O)OCC (ethyl 1-aminocyclo-propanecarboxylate hydrochloride). Run in N1=CC=CC=C1 (Pyridine). Run at temperature 120 celsius, time 24 hour. Yields the product ClC1=CC=C(C=C1)C=1C2=C(NC(C3(N1)CC3)=O)SC(=C2C)C (5′-(4-chlorophenyl)-6′,7′-dimethylspiro[cyclopropane-1,3′-thieno[2,3-e][1,4]diazepin]-2′(1′H)-one). Isolated yield 17.7%. As a reaction SMILES: [NH2:1][C:2]1[S:3][C:4]([CH3:17])=[C:5]([CH3:16])[C:6]=1[C:7]([C:9]1[CH:14]=[CH:13][C:12]([Cl:15])=[CH:11][CH:10]=1)=O.Cl.[NH2:19][C:20]1([C:23](OCC)=[O:24])[CH2:22][CH2:21]1>N1C=CC=CC=1>[Cl:15][C:12]1[CH:13]=[CH:14][C:9]([C:7]2[C:6]3[C:5]([CH3:16])=[C:4]([CH3:17])[S:3][C:2]=3[NH:1][C:23](=[O:24])[C:20]3([CH2:22][CH2:21]3)[N:19]=2)=[CH:10][CH:11]=1 |f:1.2|. Reported procedure: A microwave vial was charged with (2-amino-4,5-dimethylthiophen-3-yl)(4-chlorophenyl)methanone (1.605 g, 6.04 mmol), ethyl 1-aminocyclo-propanecarboxylate hydrochloride (1 g, 6.04 mmol), and a stir bar. Pyridine (6 mL, 1.0 M) was added, and the mixture was stirred in the microwave at 120° C. for 24 h. The reaction mixture was purified by flash chromatography (hexane/EtOAc) and triturated from DMF with water to give 5′-(4-chlorophenyl)-6′,7′-dimethylspiro[cyclopropane-1,3′-thieno[2,3-e][1,4]diaze... Starting materials: Cl.[N+](=O)([O-])C1=CC=C2CC3(CCNCC3)C(C2=C1)=O (1,3-dihydro-6-nitro-1-oxospiro[2H-indene-2,4'-piperidine] hydrochloride), C(=C)C1=NC=CC=C1 (2-vinylpyridine), C(C)(=O)[O-].[Na+] (sodium acetate), O (water). The solvent is CO (methanol). The product is [N+](=O)([O-])C1=CC=C2CC3(CCN(CC3)CCC3=NC=CC=C3)C(C2=C1)=O (1,3-Dihydro-6-nitro-1-oxo-1'-[2-(2-pyridyl)-1-ethyl]spiro[2H-indene-2,4'-piperidine]). The yield is 66.0%. RXN SMILES: Cl.[N+:2]([C:5]1[CH:18]=[C:17]2[C:8]([CH2:9][C:10]3([C:16]2=[O:19])[CH2:15][CH2:14][NH:13][CH2:12][CH2:11]3)=[CH:7][CH:6]=1)([O-:4])=[O:3].[CH:20]([C:22]1[CH:27]=[CH:26][CH:25]=[CH:24][N:23]=1)=[CH2:21].C([O-])(=O)C.[Na+].O>CO>[N+:2]([C:5]1[CH:18]=[C:17]2[C:8]([CH2:9][C:10]3([C:16]2=[O:19])[CH2:15][CH2:14][N:13]([CH2:21][CH2:20][C:22]2[CH:27]=[CH:26][CH:25]=[CH:24][N:23]=2)[CH2:12][CH2:11]3)=[CH:7][CH:6]=1)([O-:4])=[O:3] |f:0.1,3.4|. Procedure details: A solution of 0.150 g (0.53 mmole) 1,3-dihydro-6-nitro-1-oxospiro[2H-indene-2,4'-piperidine] hydrochloride, 0.116 g (1.1 mmoles) 2-vinylpyridine, and 0.090 g (1.1 mmoles) sodium acetate in 1.5 ml of 1:1 methanol: water was heated at reflux for 8 hours. Ethanol was removed in vacuo. The aqueous residue was diluted with 3 ml saturated sodium bicarbonate solution and extracted with 2×10 ml ethyl acetate. The combined extracts were washed with 3 ml water brine, dried, and the solvent was removed in ... Reactants: C1(=CC=CC=C1)S(=O)(=O)N1C2=C(CC(CC1)N)C=CC=C2 (1-(phenylsulfonyl)-2,3,4,5-tetrahydro-1H-benzo[b]azepin-4-amine), ClC1=C2C(=NC(=N1)N)NN=C2 (4-chloro-1H-pyrazolo[3,4-d]pyrimidin-6-amine), C(C)(C)N(CC)C(C)C (diisopropylethylamine), O (water). Run in CC(=O)N(C)C (dimethylacetamide). Run at temperature 120 celsius, time 20 hour. Product: C1(=CC=CC=C1)S(=O)(=O)N1C2=C(CC(CC1)NC1=C3C(=NC(=N1)N)NN=C3)C=CC=C2 (N4-(1-(phenylsulfonyl)-2,3,4,5-tetrahydro-1H-benzo[b]azepin-4-yl)-1H-pyrazolo[3,4-d]pyrimidine-4,6-diamine). RXN SMILES: [C:1]1([S:7]([N:10]2[CH2:16][CH2:15][CH:14]([NH2:17])[CH2:13][C:12]3[CH:18]=[CH:19][CH:20]=[CH:21][C:11]2=3)(=[O:9])=[O:8])[CH:6]=[CH:5][CH:4]=[CH:3][CH:2]=1.Cl[C:23]1[N:28]=[C:27]([NH2:29])[N:26]=[C:25]2[NH:30][N:31]=[CH:32][C:24]=12.C(N(C(C)C)CC)(C)C.O>CC(N(C)C)=O>[C:1]1([S:7]([N:10]2[CH2:16][CH2:15][CH:14]([NH:17][C:23]3[N:28]=[C:27]([NH2:29])[N:26]=[C:25]4[NH:30][N:31]=[CH:32][C:24]=34)[CH2:13][C:12]3[CH:18]=[CH:19][CH:20]=[CH:21][C:11]2=3)(=[O:8])=[O:9])[CH:6]=[CH:5][CH:4]=[CH:3][CH:2]=1. Procedure: To a solution of 1-(phenylsulfonyl)-2,3,4,5-tetrahydro-1H-benzo[b]azepin-4-amine in anhydrous dimethylacetamide (1 mL) was added 4-chloro-1H-pyrazolo[3,4-d]pyrimidin-6-amine (135 mg, 1.0 mmol) and diisopropylethylamine (0.4 mL, 2.30 mmol). The mixture was stirred at 120° C. for 20 hours. After cooling to room temperature the mixture was poured into water (10 ml) and extracted with ethyl acetate (3×10 ml). The combined organics were dried over sodium sulfate and concentrated to a residue which wa... Starting materials: SC=1NC2=C(N1)C=CC=C2 (2-mercaptobenzimidazole), C[O-].[Na+] (sodium methoxide), C(CCCCCCCC)OC1=C(C(=NC=C1)CCl)C (4-nonyloxy-2-chloromethyl-3-methylpyridine). Run in CO (methanol), CO (methanol), CO (methanol), C(C)(=O)OCC (ethyl acetate). Yields the product C(CCCCCCCC)OC1=C(C(=NC=C1)CSC1=NC2=C(N1)C=CC=C2)C (2-[(4-n-nonyloxy-3-methylpyridin-2-yl)-methylthio]-1H-benzimidazole). Isolated yield 108.6%. Reaction SMILES: [SH:1][C:2]1[NH:3][C:4]2[CH:10]=[CH:9][CH:8]=[CH:7][C:5]=2[N:6]=1.C[O-].[Na+].[CH2:14]([O:23][C:24]1[CH:29]=[CH:28][N:27]=[C:26]([CH2:30]Cl)[C:25]=1[CH3:32])[CH2:15][CH2:16][CH2:17][CH2:18][CH2:19][CH2:20][CH2:21][CH3:22]>CO.C(OCC)(=O)C>[CH2:14]([O:23][C:24]1[CH:29]=[CH:28][N:27]=[C:26]([CH2:30][S:1][C:2]2[NH:6][C:5]3[CH:7]=[CH:8][CH:9]=[CH:10][C:4]=3[N:3]=2)[C:25]=1[CH3:32])[CH2:15][CH2:16][CH2:17][CH2:18][CH2:19][CH2:20][CH2:21][CH3:22] |f:1.2|. Procedure details: To a liquid prepared by dissolving with stirring 5.7 g (0.038 mol, 0.9 eq.) of 2-mercaptobenzimidazole and 9.7 g (0.0504 mol, 1.2 eq.) of a 28% sodium methoxide solution in 120 mL of methanol, a liquid containing 12.0 g of 4-nonyloxy-2-chloromethyl-3-methylpyridine dissolved in 60 mL of methanol was added at 29° C. Subsequently, the mixture was heated to reflux for 0.5 hours and cooled, and then methanol was solid dried under reduced pressure. A brown oily residue resulting therefrom was dissolv... Starting materials: O\N=C\[C@@H]1O[C@@H](OC[C@@H]1C\C=C/CCCC(=O)OC)C ((2R,4R,5S)-(E)-4-hydroxyiminomethyl-5-[(Z)-6-methoxycarbonyl-2-hexenyl]-2-methyl-1,3-dioxane), [H-].[Na+] (sodium hydride), C1(=CC=CC=C1)C(C1=CC=CC=C1)Br (diphenylmethyl bromide). Solvent: C(C)(=O)OCC (ethyl acetate), CN(C=O)C (N,N-dimethylformamide). Run at time 30 minute. Yields the product C1(=CC=CC=C1)C(O\N=C\[C@@H]1O[C@@H](OC[C@@H]1C\C=C/CCCC(=O)OC)C)C1=CC=CC=C1 ((2R,4R,5S)-(E)-4-diphenylmethoxyiminomethyl-5-[(Z)-6-methoxycarbonyl-2-hexenyl]-2-methyl-1,3-dioxane). Reaction SMILES: [OH:1]/[N:2]=[CH:3]/[C@H:4]1[C@@H:9]([CH2:10]/[CH:11]=[CH:12]\[CH2:13][CH2:14][CH2:15][C:16]([O:18][CH3:19])=[O:17])[CH2:8][O:7][C@@H:6]([CH3:20])[O:5]1.[H-].[Na+].[C:23]1([CH:29](Br)[C:30]2[CH:35]=[CH:34][CH:33]=[CH:32][CH:31]=2)[CH:28]=[CH:27][CH:26]=[CH:25][CH:24]=1>CN(C)C=O.C(OCC)(=O)C>[C:23]1([CH:29]([C:30]2[CH:31]=[CH:32][CH:33]=[CH:34][CH:35]=2)[O:1]/[N:2]=[CH:3]/[C@H:4]2[C@@H:9]([CH2:10]/[CH:11]=[CH:12]\[CH2:13][CH2:14][CH2:15][C:16]([O:18][CH3:19])=[O:17])[CH2:8][O:7][C@@H:6]([CH3:20])[O:5]2)[CH:28]=[CH:27][CH:26]=[CH:25][CH:24]=1 |f:1.2|. Procedure: To a solution of (2R,4R,5S)-(E)-4-hydroxyiminomethyl-5-[(Z)-6-methoxycarbonyl-2-hexenyl]-2-methyl-1,3-dioxane (100 mg) in N,N-dimethylformamide (5 ml) was added sodium hydride (14 mg 60% in oil) at 5° C. After being stirred at the same temperature for 30 minutes, to the solution was added diphenylmethyl bromide (86.6 mg) and the mixture was stirred in an ice bath for additional 2 hours. The solution was diluted with ethyl acetate and washed successively with water and brine, dried over magnesium... The reactants are O=C([O-])[O-], CI, [K+], [K+], O=C(O)CCc1ccc(Sc2ccc([N+](=O)[O-])cn2)cc1, CN(C)C=O, O. Product: COC(=O)CCc1ccc(Sc2ccc([N+](=O)[O-])cn2)cc1. RXN SMILES: [C:22](=[O:23])([O-:24])[O-:25].[CH3:28][I:29].[K+:26].[K+:27].[N+:1](=[O:2])([O-:3])[c:4]1[cH:5][cH:6][c:7]([S:10][c:11]2[cH:12][cH:13][c:14]([CH2:17][CH2:18][C:19](=[O:20])[OH:21])[cH:15][cH:16]2)[n:8][cH:9]1.[O:31]=[CH:32][N:33]([CH3:34])[CH3:35].[OH2:30]>>[N+:1](=[O:2])([O-:3])[c:4]1[cH:5][cH:6][c:7]([S:10][c:11]2[cH:12][cH:13][c:14]([CH2:17][CH2:18][C:19](=[O:20])[O:21][CH3:22])[cH:15][cH:16]2)[n:8][cH:9]1. Reactants: IC=1C=C(C=CC1)C=1N=C2C(=NC1)N(C=C2C(C(C)(C)C)=O)COCC[Si](C)(C)C (1-[2-(3-Iodo-phenyl)-5-(2-trimethylsilanyl-ethoxymethyl)-5H-pyrrolo[2,3-b]pyrazin-7-yl]-2,2-dimethyl-propan-1-one), Cl.C12NCC(C1)C2 (2-azabicyclo[2.1.1]hexane hydrochloride). Product: C12N(CC(C1)C2)C=2C=C(C=CC2)C=2N=C1C(=NC2)N(C=C1C(C(C)(C)C)=O)COCC[Si](C)(C)C (1-[2-[3-(2-Azabicyclo[2.1.1]hex-2-yl)-phenyl]-5-(2-trimethylsilanyl-ethoxymethyl)-5H-pyrrolo[2,3-b]pyrazin-7-yl]-2,2-dimethyl-propan-1-one). As a reaction SMILES: I[C:2]1[CH:3]=[C:4]([C:8]2[N:9]=[C:10]3[C:16]([C:17](=[O:22])[C:18]([CH3:21])([CH3:20])[CH3:19])=[CH:15][N:14]([CH2:23][O:24][CH2:25][CH2:26][Si:27]([CH3:30])([CH3:29])[CH3:28])[C:11]3=[N:12][CH:13]=2)[CH:5]=[CH:6][CH:7]=1.Cl.[CH:32]12[CH2:37][CH:35]([CH2:36]1)[CH2:34][NH:33]2>>[CH:32]12[CH2:37][CH:35]([CH2:36]1)[CH2:34][N:33]2[C:2]1[CH:3]=[C:4]([C:8]2[N:9]=[C:10]3[C:16]([C:17](=[O:22])[C:18]([CH3:21])([CH3:20])[CH3:19])=[CH:15][N:14]([CH2:23][O:24][CH2:25][CH2:26][Si:27]([CH3:30])([CH3:29])[CH3:28])[C:11]3=[N:12][CH:13]=2)[CH:5]=[CH:6][CH:7]=1 |f:1.2|. Procedure: 1-[2-[3-(2-Azabicyclo[2.1.1]hex-2-yl)-phenyl]-5-(2-trimethylsilanyl-ethoxymethyl)-5H-pyrrolo[2,3-b]pyrazin-7-yl]-2,2-dimethyl-propan-1-one was prepared from 1-[2-(3-Iodo-phenyl)-5-(2-trimethylsilanyl-ethoxymethyl)-5H-pyrrolo[2,3-b]pyrazin-7-yl]-2,2-dimethyl-propan-1-one and 2-azabicyclo[2.1.1]hexane hydrochloride as described above (34%; MS=361 M+H).